Task: describe an organic reaction: reactants, conditions, products, and yield. Dataset: the Open Reaction Database (ORD), a public repository of structured organic reaction records Starting materials: CC1=C(C(=CC=C1)C)NC1=NN(C2=NC(=NC=C21)NC2=CC=CC=C2)CCC2OC2 (N3-(2,6-dimethylphenyl)-1-(2-(oxiran-2-yl)ethyl)-N6-phenyl-1H-pyrazolo[3,4-d]pyrimidine-3,6-diamine), C1CCOC1 (THF), CNC (dimethylamine). Solvent: C(C)O (ethanol). Conditions: time 2.5 hour. The product is CN(CC(CCN1N=C(C=2C1=NC(=NC2)NC2=CC=CC=C2)NC2=C(C=CC=C2C)C)O)C (1-(dimethylamino)-4-(3-(2,6-dimethylphenylamino)-6-(phenylamino)-1H-pyrazolo[3,4-d]pyrimidin-1-yl)butan-2-ol). Reaction SMILES: [CH3:1][C:2]1[CH:7]=[CH:6][CH:5]=[C:4]([CH3:8])[C:3]=1[NH:9][C:10]1[C:18]2[C:13](=[N:14][C:15]([NH:19][C:20]3[CH:25]=[CH:24][CH:23]=[CH:22][CH:21]=3)=[N:16][CH:17]=2)[N:12]([CH2:26][CH2:27][CH:28]2[CH2:30][O:29]2)[N:11]=1.C1COCC1.[CH3:36][NH:37][CH3:38]>C(O)C>[CH3:36][N:37]([CH3:38])[CH2:30][CH:28]([OH:29])[CH2:27][CH2:26][N:12]1[C:13]2=[N:14][C:15]([NH:19][C:20]3[CH:21]=[CH:22][CH:23]=[CH:24][CH:25]=3)=[N:16][CH:17]=[C:18]2[C:10]([NH:9][C:3]2[C:2]([CH3:1])=[CH:7][CH:6]=[CH:5][C:4]=2[CH3:8])=[N:11]1. Procedure: A solution of 60 mg (0.15 mmol) of N3-(2,6-dimethylphenyl)-1-(2-(oxiran-2-yl)ethyl)-N6-phenyl-1H-pyrazolo[3,4-d]pyrimidine-3,6-diamine 42 (Example 9, Step A) in 4 mL of absolute ethanol was treated with 375 μl (2.0 M, 0.8 mmol) of a THF solution of dimethylamine. The resulting yellow solution was stirred at room temperature for 2.5 h and then heated to 40° C. for an additional 2 h. The reaction mixture was concentrated and the residue was purified by chromatography on silica gel (eluens CH2Cl2:M... Reactants: CS(=O)(=O)O, NCc1ccccc1, [Na+], O=C([O-])O, C1COCCO1, OCC1COc2cccnc2O1. The product is c1ccc(CNCC2COc3cccnc3O2)cc1. Reaction SMILES: [CH3:1][S:2]([OH:3])(=[O:4])=[O:5].[NH2:18][CH2:19][c:20]1[cH:21][cH:22][cH:23][cH:24][cH:25]1.[Na+:30].[O-:26][C:27]([OH:28])=[O:29].[O:31]1[CH2:32][CH2:33][O:34][CH2:35][CH2:36]1.[O:6]1[CH2:7][CH:8]([CH2:16][OH:17])[O:9][c:10]2[n:11][cH:12][cH:13][cH:14][c:15]21>>[O:6]1[CH2:7][CH:8]([CH2:16][NH:18][CH2:19][c:20]2[cH:21][cH:22][cH:23][cH:24][cH:25]2)[O:9][c:10]2[n:11][cH:12][cH:13][cH:14][c:15]21. The reactants are O=C1OC(=O)C2=C1CCCC2, CC(=O)O, Nc1cc(O)ccc1F. The product is O=C1C2=C(CCCC2)C(=O)N1c1cc(O)ccc1F. RXN SMILES: [C:10]1(=[O:20])[C:11]2=[C:12]([C:13](=[O:14])[O:15]1)[CH2:16][CH2:17][CH2:18][CH2:19]2.[CH3:21][C:22](=[O:23])[OH:24].[NH2:1][c:2]1[cH:3][c:4]([OH:9])[cH:5][cH:6][c:7]1[F:8]>>[N:1]1([c:2]2[cH:3][c:4]([OH:9])[cH:5][cH:6][c:7]2[F:8])[C:10](=[O:15])[C:11]2=[C:12]([C:13]1=[O:14])[CH2:16][CH2:17][CH2:18][CH2:19]2. The reactants are C(#N)[Cu] (CuCN), BrC1=CC=C(C(=O)C2=CC=C(C=C2)Br)C=C1 (4,4'-dibromobenzophenone), CN(C)C=O (DMF). The solvent is C(C)(=O)OCC (ethyl acetate). Product: C(#N)C1=CC=C(C(=O)C2=CC=C(C=C2)C#N)C=C1 (4,4'-Dicyanobenzophenone). Reaction SMILES: [C:1]([Cu])#[N:2].Br[C:5]1[CH:19]=[CH:18][C:8]([C:9]([C:11]2[CH:16]=[CH:15][C:14](Br)=[CH:13][CH:12]=2)=[O:10])=[CH:7][CH:6]=1.[CH3:20][N:21](C=O)C>C(OCC)(=O)C>[C:20]([C:5]1[CH:19]=[CH:18][C:8]([C:9]([C:11]2[CH:16]=[CH:15][C:14]([C:1]#[N:2])=[CH:13][CH:12]=2)=[O:10])=[CH:7][CH:6]=1)#[N:21]. Reported procedure: 8.13 g of CuCN are added to a solution of 5.1 g of 4,4'-dibromobenzophenone in 90 ml of DMF and the mixture is stirred under reflux for 13 hours. After cooling, the reaction mixture is diluted with ethyl acetate, washed twice with 50% aqueous ethylenediamine solution, twice with water and then three times with brine, dried and concentrated. Column chromatography (SiO2, toluene to toluene/ethyl acetate 95:5) yields the crystalline title compound; TLC (toluene/ethyl acetate 9:1): Rf =0.34; IR (CH2... Reactants: FC=1C=C(C#N)C=C(C1O)F (3,5-difluoro-4-hydroxybenzonitrile), C(=O)([O-])[O-].[K+].[K+] (K2CO3), BrCCBr (1,2-dibromoethane). The solvent is CN(C)C=O (DMF). Conditions: temperature 60 celsius, time 8 hour. Product: BrCCOC1=C(C=C(C#N)C=C1F)F (4-(2-Bromoethoxy)-3,5-difluorobenzonitrile). The yield is 70.6%. Reaction SMILES: [F:1][C:2]1[CH:3]=[C:4]([CH:7]=[C:8]([F:11])[C:9]=1[OH:10])[C:5]#[N:6].C([O-])([O-])=O.[K+].[K+].[Br:18][CH2:19][CH2:20]Br>CN(C=O)C>[Br:18][CH2:19][CH2:20][O:10][C:9]1[C:2]([F:1])=[CH:3][C:4]([C:5]#[N:6])=[CH:7][C:8]=1[F:11] |f:1.2.3|. Reported procedure: A suspension of 3,5-difluoro-4-hydroxybenzonitrile (10 g, 0.0649 mol; see Preparation B(iv) above), anhydrous K2CO3 (17.94 g, 0.1298 mol) and 1,2-dibromoethane (73.2 g, 0.389 mol) in dry DMF (100 mL) was stirred at 60° C. overnight under a nitrogen atmosphere. The reaction mixture was filtered through Celite® and the solvent was then evaporated under reduced pressure. The residue was purified by column chromatography over silica gel, using 1.5% ethyl acetate in petroleum ether as eluent, to yiel... Starting materials: C1CCOC1, [Li+], [Na+], [Na+], C=CCC(C)C(OC(=O)OCC(Cl)(Cl)Cl)C(C)C(=O)C(C)(C)C(O[Si](CC)(CC)CC)C(C)C(=O)N1C(=O)OCC1Cc1ccccc1, [OH-], O, O, OO, O=S([O-])[O-]. Yields the product C=CCC(C)C(OC(=O)OCC(Cl)(Cl)Cl)C(C)C(=O)C(C)(C)C(O[Si](CC)(CC)CC)C(C)C(=O)O. Reaction SMILES: [CH2:59]1[O:60][CH2:61][CH2:62][CH2:63]1.[Li+:51].[Na+:57].[Na+:58].[O:1]=[C:2]([C:3]([CH:4]([CH:5]([C:6](=[O:7])[N:8]1[CH:9]([CH2:10][c:11]2[cH:12][cH:13][cH:14][cH:15][cH:16]2)[CH2:17][O:18][C:19]1=[O:20])[CH3:21])[O:22][Si:23]([CH2:24][CH3:25])([CH2:26][CH3:27])[CH2:28][CH3:29])([CH3:30])[CH3:31])[CH:32]([CH:33]([CH:34]([CH2:35][CH:36]=[CH2:37])[CH3:38])[O:39][C:40](=[O:41])[O:42][CH2:43][C:44]([Cl:45])([Cl:46])[Cl:47])[CH3:48].[OH-:52].[OH2:64].[OH2:65].[OH:49][OH:50].[S:53](=[O:54])([O-:55])[O-:56]>>[O:1]=[C:2]([C:3]([CH:4]([CH:5]([C:6]([OH:7])=[O:54])[CH3:21])[O:22][Si:23]([CH2:24][CH3:25])([CH2:26][CH3:27])[CH2:28][CH3:29])([CH3:30])[CH3:31])[CH:32]([CH:33]([CH:34]([CH2:35][CH:36]=[CH2:37])[CH3:38])[O:39][C:40](=[O:41])[O:42][CH2:43][C:44]([Cl:45])([Cl:46])[Cl:47])[CH3:48]. Starting materials: CC(C)C(Br)C(=O)O, Nc1ccc(F)cc1, BrCc1cccc(Oc2ccccc2)c1. Yields the product CC(C)C(Nc1ccc(F)cc1)C(=O)O. Reaction SMILES: [Br:9][CH:10]([C:11](=[O:12])[OH:13])[CH:14]([CH3:15])[CH3:16].[NH2:1][c:2]1[cH:3][cH:4][c:5]([F:6])[cH:7][cH:8]1.[O:17]([c:18]1[cH:19][c:20]([CH2:24][Br:25])[cH:21][cH:22][cH:23]1)[c:26]1[cH:27][cH:28][cH:29][cH:30][cH:31]1>>[NH:1]([c:2]1[cH:3][cH:4][c:5]([F:6])[cH:7][cH:8]1)[CH:10]([C:11](=[O:12])[OH:13])[CH:14]([CH3:15])[CH3:16].